Task: describe an organic reaction: reactants, conditions, products, and yield. Dataset: the Open Reaction Database (ORD), a public repository of structured organic reaction records Starting materials: CS(=O)(=O)OCCC1=CSC=C1 (2-(3-thienyl)ethyl methanesulfonate), C1(C=2C(C(N1)=O)=CC=CC2)=O.[K] (potassium phthalimide), O (water). Run in CN(C=O)C (N,N-dimethylformamide). Reaction conditions: temperature 100 celsius, time 8 hour. Product: S1C=C(C=C1)CCN1C(C=2C(C1=O)=CC=CC2)=O (N-[2-(3-thienyl)ethyl]phthalimide). Reaction SMILES: CS(O[CH2:6][CH2:7][C:8]1[CH:12]=[CH:11][S:10][CH:9]=1)(=O)=O.[C:13]1(=[O:23])[NH:17][C:16](=[O:18])[C:15]2=[CH:19][CH:20]=[CH:21][CH:22]=[C:14]12.[K].O>CN(C)C=O>[S:10]1[CH:11]=[CH:12][C:8]([CH2:7][CH2:6][N:17]2[C:16](=[O:18])[C:15]3=[CH:19][CH:20]=[CH:21][CH:22]=[C:14]3[C:13]2=[O:23])=[CH:9]1 |f:1.2,^1:23|. Procedure: To a solution of the above crude 2-(3-thienyl)ethyl methanesulfonate in 400 ml of N,N-dimethylformamide, 12.8 g (69.0 mmol) of potassium phthalimide was added, followed by overnight stirring at 100° C. After cooling to room temperature, the reaction mixture was added to water with vigorous stirring. The resulting precipitate was filtered, washed with water and dried to yield the desired product.